This data is from the Open Reaction Database (ORD), a public repository of structured organic reaction records. The task is: describe an organic reaction: reactants, conditions, products, and yield The reactants are CN(C)C=O, BrCC1CC1, [H-], [Na+], O, O=c1nc(-c2ccccc2)c2ccsc2[nH]1. Product: c1ccc(-c2nc(OCC3CC3)nc3sccc23)cc1. As a reaction SMILES: [CH3:25][N:26]([CH3:27])[CH:28]=[O:29].[CH:19]1([CH2:22][Br:23])[CH2:20][CH2:21]1.[H-:17].[Na+:18].[OH2:24].[c:1]1(-[c:7]2[c:8]3[c:9]([nH:10][c:11](=[O:13])[n:12]2)[s:14][cH:15][cH:16]3)[cH:2][cH:3][cH:4][cH:5][cH:6]1>>[c:1]1(-[c:7]2[c:8]3[c:9]([n:10][c:11]([O:13][CH2:22][CH:19]4[CH2:20][CH2:21]4)[n:12]2)[s:14][cH:15][cH:16]3)[cH:2][cH:3][cH:4][cH:5][cH:6]1. The reactants are CCOC1CNCC1Nc1nc(CC)c(-c2ccc(Cl)cc2Cl)nc1CC, CCOC1CN(C(=O)OCc2ccccc2)CC1Nc1nc(CC)c(-c2ccc(OC)cc2Cl)nc1CC. Yields the product CCOC1CNCC1Nc1nc(CC)c(-c2ccc(OC)cc2Cl)nc1CC. Reaction SMILES: [Cl:1][c:2]1[cH:3][c:4]([Cl:5])[cH:6][cH:7][c:8]1-[c:9]1[n:10][c:11]([CH2:12][CH3:13])[c:14]([NH:15][CH:16]2[CH:17]([O:18][CH2:19][CH3:20])[CH2:21][NH:22][CH2:23]2)[n:24][c:25]1[CH2:26][CH3:27].[Cl:28][c:29]1[c:30](-[c:37]2[n:38][c:39]([CH2:64][CH3:65])[c:40]([NH:45][CH:46]3[CH2:47][N:48]([C:54]([O:55][CH2:56][c:57]4[cH:58][cH:59][cH:60][cH:61][cH:62]4)=[O:63])[CH2:49][CH:50]3[O:51][CH2:52][CH3:53])[n:41][c:42]2[CH2:43][CH3:44])[cH:31][cH:32][c:33]([O:35][CH3:36])[cH:34]1>>[Cl:28][c:29]1[c:30](-[c:37]2[n:38][c:39]([CH2:64][CH3:65])[c:40]([NH:45][CH:46]3[CH2:47][NH:48][CH2:49][CH:50]3[O:51][CH2:52][CH3:53])[n:41][c:42]2[CH2:43][CH3:44])[cH:31][cH:32][c:33]([O:35][CH3:36])[cH:34]1.